Task: describe an organic reaction: reactants, conditions, products, and yield. Dataset: the Open Reaction Database (ORD), a public repository of structured organic reaction records The reactants are ClC1=C(C=CC(=C1)C1=CC=CC=C1)O (2-chloro-4-phenylphenol), C(C)OC(=O)C=1N=C(SC1)CBr (2-bromomethyl-thiazole-4-carboxylic acid ethyl ester), C(C)OC(=O)C=1N=C(SC1)CBr (2-bromomethyl-thiazole-4-carboxylic acid ethyl ester). Product: ClC=1C=C(C=CC1OCC=1SC=C(N1)C(=O)O)C1=CC=CC=C1 (2-(3-Chloro-biphenyl-4-yloxymethyl)-thiazole-4-carboxylic acid). As a reaction SMILES: [Cl:1][C:2]1[CH:7]=[C:6]([C:8]2[CH:13]=[CH:12][CH:11]=[CH:10][CH:9]=2)[CH:5]=[CH:4][C:3]=1[OH:14].C([O:17][C:18]([C:20]1[N:21]=[C:22]([CH2:25]Br)[S:23][CH:24]=1)=[O:19])C>>[Cl:1][C:2]1[CH:7]=[C:6]([C:8]2[CH:13]=[CH:12][CH:11]=[CH:10][CH:9]=2)[CH:5]=[CH:4][C:3]=1[O:14][CH2:25][C:22]1[S:23][CH:24]=[C:20]([C:18]([OH:19])=[O:17])[N:21]=1. Reported procedure: 2-(3-Chloro-biphenyl-4-yloxymethyl)-thiazole-4-carboxylic acid was prepared using general procedure B from 2-chloro-4-phenylphenol (available from TCI America, Portland, Oreg.) and 2-bromomethyl-thiazole-4-carboxylic acid ethyl ester (Intermediate 3). Yield: 82 mg. Mass spectrum (ES) MH+=346. Starting materials: O (water), C(C)(C)(C)OC(=O)NC(=NC(=O)OC(C)(C)C)N1CC2=CC(=CC=C2CC1)O (N,N′-di-tert-butoxycarbonyl-7-hydroxy-1,2,3,4-tetrahydroisoquinoline-2-carboxamidine), C(C1=CC=CC=C1)OC(=O)N1CCC(CC1)CBr (4-bromomethylpiperidine-1-carboxylic acid benzyl ester), [OH-].[Na+] (sodium hydroxide). Run in CS(=O)C (dimethyl sulfoxide). Conditions: time 17 hour. Yields the product C(C1=CC=CC=C1)OC(=O)N1CCC(CC1)COC1=CC=C2CCN(CC2=C1)C(NC(=O)OC(C)(C)C)=NC(=O)OC(C)(C)C (4-[2-(N,N′-Di-tert-Butoxycarbonylamidino)-1,2,3,4-tetrahydroisoquinolin-7-yloxymethyl]piperidine-1-carboxylic Acid Benzyl Ester). The yield is 69.1%. Reaction SMILES: [C:1]([O:5][C:6]([NH:8][C:9]([N:18]1[CH2:27][CH2:26][C:25]2[C:20](=[CH:21][C:22]([OH:28])=[CH:23][CH:24]=2)[CH2:19]1)=[N:10][C:11]([O:13][C:14]([CH3:17])([CH3:16])[CH3:15])=[O:12])=[O:7])([CH3:4])([CH3:3])[CH3:2].[CH2:29]([O:36][C:37]([N:39]1[CH2:44][CH2:43][CH:42]([CH2:45]Br)[CH2:41][CH2:40]1)=[O:38])[C:30]1[CH:35]=[CH:34][CH:33]=[CH:32][CH:31]=1.[OH-].[Na+].O>CS(C)=O>[CH2:29]([O:36][C:37]([N:39]1[CH2:44][CH2:43][CH:42]([CH2:45][O:28][C:22]2[CH:21]=[C:20]3[C:25]([CH2:26][CH2:27][N:18]([C:9](=[N:8][C:6]([O:5][C:1]([CH3:2])([CH3:3])[CH3:4])=[O:7])[NH:10][C:11]([O:13][C:14]([CH3:17])([CH3:16])[CH3:15])=[O:12])[CH2:19]3)=[CH:24][CH:23]=2)[CH2:41][CH2:40]1)=[O:38])[C:30]1[CH:31]=[CH:32][CH:33]=[CH:34][CH:35]=1 |f:2.3|. Procedure: To a solution of N,N′-di-tert-butoxycarbonyl-7-hydroxy-1,2,3,4-tetrahydroisoquinoline-2-carboxamidine (50 mg) and 4-bromomethylpiperidine-1-carboxylic acid benzyl ester (120 mg) in dimethyl sulfoxide (1 ml) was added 4N aqueous sodium hydroxide solution (0.13 ml), and the mixture was stirred at room temperature for 17 hours. After completion of the reaction, water was added, and the mixture was extracted with ethyl acetate and washed successively with water and saturated brine. The organic layer... The reactants are BrC1=CC=C(C=C1)C1=NOC2=C1C=CC(=C2)O (3-(4-bromo-phenyl)-benzo[d]isoxazol-6-ol), BrCCCCCCBr (1,6-dibromohexane), BrCCCCCCOC1=CC2=C(C(=NO2)C2=CC=C(C=C2)Br)C=C1 (6-(6-bromo-hexyloxy)-3-(4-bromo-phenyl)-benzo[d]isoxazole), C(C=C)NC (N-allyl-methyl-amine). The product is C(C=C)N(C)CCCCCCOC1=CC2=C(C(=NO2)C2=CC=C(C=C2)Br)C=C1 (allyl-[6-[3-(4-bromo-phenyl)-benzo[d]isoxazol-6-yloxy]-hexyl]-methyl-amine). RXN SMILES: BrC1C=CC(C2C3C=CC(O)=CC=3ON=2)=CC=1.BrCCCCCCBr.Br[CH2:27][CH2:28][CH2:29][CH2:30][CH2:31][CH2:32][O:33][C:34]1[CH:49]=[CH:48][C:37]2[C:38]([C:41]3[CH:46]=[CH:45][C:44]([Br:47])=[CH:43][CH:42]=3)=[N:39][O:40][C:36]=2[CH:35]=1.[CH2:50]([NH:53][CH3:54])[CH:51]=[CH2:52]>>[CH2:50]([N:53]([CH2:27][CH2:28][CH2:29][CH2:30][CH2:31][CH2:32][O:33][C:34]1[CH:49]=[CH:48][C:37]2[C:38]([C:41]3[CH:46]=[CH:45][C:44]([Br:47])=[CH:43][CH:42]=3)=[N:39][O:40][C:36]=2[CH:35]=1)[CH3:54])[CH:51]=[CH2:52]. Procedure: Analogously to Example 12b, from 3-(4-bromo-phenyl)-benzo[d]isoxazol-6-ol and 1,6-dibromohexane via 6-(6-bromo-hexyloxy)-3-(4-bromo-phenyl)-benzo[d]isoxazole and by reaction with N-allyl-methyl-amine there is obtained allyl-[6-[3-(4-bromo-phenyl)-benzo[d]isoxazol-6-yloxy]-hexyl]-methyl-amine which is converted into the fumarate, MS: m/e 443 (M+H+, 1 Br). Starting materials: C(C)(C)(C)C1=CC(=C(C=N1)C=1N([C@]([C@](N1)(C)C1=CC=C(C=C1)Cl)(C)C1=CC=C(C=C1)Cl)C(=O)N1CCC(CC1)CC(=O)O)OCC ({1-[(4S,5R)-2-(6-tert-butyl-4-ethoxy-pyridin-3-yl)-4,5-bis-(4-chloro-phenyl)-4,5-dimethyl-4,5-dihydro-imidazole-1-carbonyl]-piperidin-4-yl}-acetic acid), C(CCC)NC(C)C (n-butyl isopropyl amine). Product: C(CCC)N(C(CC1CCN(CC1)C(=O)N1C(=N[C@@]([C@@]1(C)C1=CC=C(C=C1)Cl)(C)C1=CC=C(C=C1)Cl)C=1C=NC(=CC1OCC)C(C)(C)C)=O)C(C)C (N-Butyl-2-{1-[(4S,5R)-2-(6-tert-butyl-4-ethoxy-pyridin-3-yl)-4,5-bis-(4-chloro-phenyl)-4,5-dimethyl-4,5-dihydro-imidazole-1-carbonyl]-piperidin-4-yl}-N-isopropyl-acetamide). RXN SMILES: [C:1]([C:5]1[N:10]=[CH:9][C:8]([C:11]2[N:12]([C:32]([N:34]3[CH2:39][CH2:38][CH:37]([CH2:40][C:41]([OH:43])=O)[CH2:36][CH2:35]3)=[O:33])[C@@:13]([C:25]3[CH:30]=[CH:29][C:28]([Cl:31])=[CH:27][CH:26]=3)([CH3:24])[C@@:14]([C:17]3[CH:22]=[CH:21][C:20]([Cl:23])=[CH:19][CH:18]=3)([CH3:16])[N:15]=2)=[C:7]([O:44][CH2:45][CH3:46])[CH:6]=1)([CH3:4])([CH3:3])[CH3:2].[CH2:47]([NH:51][CH:52]([CH3:54])[CH3:53])[CH2:48][CH2:49][CH3:50]>>[CH2:47]([N:51]([CH:52]([CH3:54])[CH3:53])[C:41](=[O:43])[CH2:40][CH:37]1[CH2:38][CH2:39][N:34]([C:32]([N:12]2[C@@:13]([C:25]3[CH:26]=[CH:27][C:28]([Cl:31])=[CH:29][CH:30]=3)([CH3:24])[C@@:14]([C:17]3[CH:22]=[CH:21][C:20]([Cl:23])=[CH:19][CH:18]=3)([CH3:16])[N:15]=[C:11]2[C:8]2[CH:9]=[N:10][C:5]([C:1]([CH3:2])([CH3:4])[CH3:3])=[CH:6][C:7]=2[O:44][CH2:45][CH3:46])=[O:33])[CH2:35][CH2:36]1)[CH2:48][CH2:49][CH3:50]. Procedure details: In a manner analogous to the method described in example 163, {1-[(4S,5R)-2-(6-tert-butyl-4-ethoxy-pyridin-3-yl)-4,5-bis-(4-chloro-phenyl)-4,5-dimethyl-4,5-dihydro-imidazole-1-carbonyl]-piperidin-4-yl}-acetic acid was coupled with n-butyl isopropyl amine (ChemBridge) to give the title compound. HR-MS (ES, m/z) calculated for C43H58Cl2N5O3 [(M+H)+] 762.391 1, observed 762.3908. Reactants: [Al+3], COc1ccc(COCC2CCC(c3ccc(C(=O)Cl)cc3)CC2)cc1, C#C, [Cl-], [Cl-], [Cl-], CC(Cl)Cl, Cl. Yields the product COc1ccc(COCC2CCC(c3ccc(C(=O)C=CCl)cc3)CC2)cc1. As a reaction SMILES: [Al+3:28].[CH2:1]([c:2]1[cH:3][cH:4][c:5]([O:8][CH3:9])[cH:6][cH:7]1)[O:10][CH2:11][CH:12]1[CH2:13][CH2:14][CH:15]([c:18]2[cH:19][cH:20][c:21]([C:22](=[O:23])[Cl:24])[cH:25][cH:26]2)[CH2:16][CH2:17]1.[CH:31]#[CH:32].[Cl-:27].[Cl-:29].[Cl-:30].[Cl:34][CH:35]([CH3:36])[Cl:37].[ClH:33]>>[CH2:1]([c:2]1[cH:3][cH:4][c:5]([O:8][CH3:9])[cH:6][cH:7]1)[O:10][CH2:11][CH:12]1[CH2:13][CH2:14][CH:15]([c:18]2[cH:19][cH:20][c:21]([C:22](=[O:23])[CH:36]=[CH:35][Cl:34])[cH:25][cH:26]2)[CH2:16][CH2:17]1. Starting materials: COCCOC, N#Cc1c(OS(=O)(=O)C(F)(F)F)cc(N)nc1-c1ccco1, NCc1ccccc1. Yields the product N#Cc1c(NCc2ccccc2)cc(N)nc1-c1ccco1. Reaction SMILES: [CH3:31][O:32][CH2:33][CH2:34][O:35][CH3:36].[NH2:1][c:2]1[cH:3][c:4]([O:15][S:16]([C:17]([F:18])([F:19])[F:20])(=[O:21])=[O:22])[c:5]([C:13]#[N:14])[c:6](-[c:8]2[o:9][cH:10][cH:11][cH:12]2)[n:7]1.[NH2:23][CH2:24][c:25]1[cH:26][cH:27][cH:28][cH:29][cH:30]1>>[NH2:1][c:2]1[cH:3][c:4]([NH:23][CH2:24][c:25]2[cH:26][cH:27][cH:28][cH:29][cH:30]2)[c:5]([C:13]#[N:14])[c:6](-[c:8]2[o:9][cH:10][cH:11][cH:12]2)[n:7]1.